From a dataset of the Open Reaction Database (ORD), a public repository of structured organic reaction records. describe an organic reaction: reactants, conditions, products, and yield Conditions: time 8 hour. RXN SMILES: [CH3:1][O:2][CH2:3][C:4]1[O:8][N:7]=[C:6]([NH2:9])[CH:5]=1.[OH:10][C:11]1[C:16]2[CH:17]=[CH:18][CH:19]=[CH:20][C:15]=2[S:14](=[O:22])(=[O:21])[N:13]([CH3:23])[C:12]=1[C:24](OC)=[O:25]>C1(C)C(C)=CC=CC=1>[OH:10][C:11]1[C:16]2[CH:17]=[CH:18][CH:19]=[CH:20][C:15]=2[S:14](=[O:22])(=[O:21])[N:13]([CH3:23])[C:12]=1[C:24]([NH:9][C:6]1[CH:5]=[C:4]([CH2:3][O:2][CH3:1])[O:8][N:7]=1)=[O:25]. Run in C=1(C(=CC=CC1)C)C (xylene). The reactants are COCC1=CC(=NO1)N (5-(methoxymethyl)-3-isoxazolamine), OC1=C(N(S(C2=C1C=CC=C2)(=O)=O)C)C(=O)OC (methyl 4-hydroxy-2-methyl-2H-1,2-benzothiazine-3-carboxylate 1,1-dioxide), 4A. The product is OC1=C(N(S(C2=C1C=CC=C2)(=O)=O)C)C(=O)NC2=NOC(=C2)COC (4-Hydroxy-N-[5-(methoxymethyl)-3-isoxazolyl]-2-methyl-2H-1,2-benzothiazine-3-carboxamide 1,1-dioxide). Procedure details: A mixture of 0.52 g (4 mmole) of 5-(methoxymethyl)-3-isoxazolamine, 1.08 g (4 mmole) of methyl 4-hydroxy-2-methyl-2H-1,2-benzothiazine-3-carboxylate 1,1-dioxide, and 100 ml of xylene is heated at reflux for six hours in a soxhlet apparatus, the thimble of which contains 20 g of Linde type 4A molecular sieve. The reaction mixture is filtered to clarify it and is allowed to stand at room temperature overnight when the product crystallizes out. The product is filtered, washed with methanol-ether mi... Isolated yield 22.3%. Starting materials: O=C(OO)c1cccc(Cl)c1, ClCCl, [Na+], O=C([O-])O, c1ccc(CSc2ccccc2)cc1. The product is O=S(Cc1ccccc1)c1ccccc1. RXN SMILES: [Cl:15][c:16]1[cH:17][cH:18][cH:19][c:20]([C:21]([O:22][OH:24])=[O:23])[cH:25]1.[Cl:31][CH2:32][Cl:33].[Na+:30].[O-:26][C:27]([OH:28])=[O:29].[c:1]1([S:7][CH2:8][c:9]2[cH:10][cH:11][cH:12][cH:13][cH:14]2)[cH:2][cH:3][cH:4][cH:5][cH:6]1>>[c:1]1([S:7]([CH2:8][c:9]2[cH:10][cH:11][cH:12][cH:13][cH:14]2)=[O:23])[cH:2][cH:3][cH:4][cH:5][cH:6]1. Reactants: C1(=CC=CC2=CC=CC=C12)\C=C/C=1N=C(SC1)C1CCN(CC1)C(=O)OC(C)(C)C (tert-Butyl 4-{4-[(Z)-2-(naphthalen-1-yl)ethenyl]-1,3-thiazol-2-yl}piperidine-1-carboxylate), CC1=CC(=NN1CC(=O)O)C(F)(F)F ([5-methyl-3-(trifluoromethyl)-1H-pyrazol-1-yl]acetic acid). Product: CC1=CC(=NN1CC(=O)N1CCC(CC1)C=1SC=C(N1)\C=C/C1=CC=CC2=CC=CC=C12)C(F)(F)F (2-[5-Methyl-3-(trifluoromethyl)-1H-pyrazol-1-yl]-1-(4-{4-[(Z)-2-(naphthalen-1-yl)ethenyl]-1,3-thiazol-2-yl}piperidin-1-yl)ethanone). RXN SMILES: [C:1]1(/[CH:11]=[CH:12]\[C:13]2[N:14]=[C:15]([CH:18]3[CH2:23][CH2:22][N:21](C(OC(C)(C)C)=O)[CH2:20][CH2:19]3)[S:16][CH:17]=2)[C:10]2[C:5](=[CH:6][CH:7]=[CH:8][CH:9]=2)[CH:4]=[CH:3][CH:2]=1.[CH3:31][C:32]1[N:36]([CH2:37][C:38]([OH:40])=O)[N:35]=[C:34]([C:41]([F:44])([F:43])[F:42])[CH:33]=1>>[CH3:31][C:32]1[N:36]([CH2:37][C:38]([N:21]2[CH2:22][CH2:23][CH:18]([C:15]3[S:16][CH:17]=[C:13](/[CH:12]=[CH:11]\[C:1]4[C:10]5[C:5](=[CH:6][CH:7]=[CH:8][CH:9]=5)[CH:4]=[CH:3][CH:2]=4)[N:14]=3)[CH2:19][CH2:20]2)=[O:40])[N:35]=[C:34]([C:41]([F:44])([F:43])[F:42])[CH:33]=1. Reported procedure: tert-Butyl 4-{4-[(Z)-2-(naphthalen-1-yl)ethenyl]-1,3-thiazol-2-yl}piperidine-1-carboxylate (IV-3, 171 mg) is deprotected analogously to Example II-2 and then reacted analogously to Example I-81 with [5-methyl-3-(trifluoromethyl)-1H-pyrazol-1-yl]acetic acid (100 mg). After chromatographic purification, this gives 2-[5-methyl-3-(trifluoromethyl)-1H-pyrazol-1-yl]-1-(4-{4-[(E)-2-(naphthalen-1-yl)ethenyl]-1,3-thiazol-2-yl}piperidin-1-yl)ethanone (200 mg). Starting materials: COC=1C=C2C=C(NC2=CC1)C (5-methoxy-2-methyl indole), B(Br)(Br)Br (boron tribromide), O.C(Cl)(Cl)Cl (water chloroform). Run in C(Cl)Cl (CH2Cl2). Conditions: time 30 minute. Product: OC=1C=C2C=C(NC2=CC1)C (5-hydroxy-2-methylindole). The yield is 67.5%. Reaction SMILES: C[O:2][C:3]1[CH:4]=[C:5]2[C:9](=[CH:10][CH:11]=1)[NH:8][C:7]([CH3:12])=[CH:6]2.B(Br)(Br)Br.O.C(Cl)(Cl)Cl>C(Cl)Cl>[OH:2][C:3]1[CH:4]=[C:5]2[C:9](=[CH:10][CH:11]=1)[NH:8][C:7]([CH3:12])=[CH:6]2 |f:2.3|. Procedure details: To a -65° C. solution of 8.6 g (53.4 m mol) 5-methoxy-2-methyl indole in 110 mL of CH2Cl2 was added dropwise 30.4 g (117 m mol) of boron tribromide. The reaction was allowed to warm to room temperature and stirred for 30 minutes. After cooling the mixture to 5° C., 200 mL of 50% water/chloroform was cautiously added. The aqueous layer was separated and the pH adjusted to 5.8 with aqueous sodium hydroxide. Extracting the mixture twice with 100 mL of ethyl acetate, followed by drying (Na2SO4), fil... Isolated yield 62.5%. The product is C1(=CC=CC=C1)/C=C/C=1OC=C(N1)COC1=CC=C(C=C1)CCCN1C(=NC=C1)C(=O)O (1-[3-[4-[2-[(E)-2-phenylethenyl]-4-oxazolylmethoxy]-phenyl]propyl]-2-imidazolecarboxylic acid). Solvent: O (water). Conditions: time 2 hour. Procedure details: A mixture of ethyl 1-[3-[4-[2-[(E)-2-phenylethenyl]-4-oxazolylmethoxy]phenyl]propyl]-2-imidazolecarboxylate (300 mg), 1N aqueous sodium hydroxide (1.32 ml) and tetrahydrofuran (3 ml) was stirred for 2 hours at room temperature. To the reaction mixture were added 1N hydrochloric acid (1.32 ml) and then water. The resulting crystalline precipitate was collected by filtration and washed with ether. Recrystallization from tetrahydrofuran gave 1-[3-[4-[2-[(E)-2-phenylethenyl]-4-oxazolylmethoxy]-pheny... Starting materials: C1(=CC=CC=C1)/C=C/C=1OC=C(N1)COC1=CC=C(C=C1)CCCN1C(=NC=C1)C(=O)OCC (ethyl 1-[3-[4-[2-[(E)-2-phenylethenyl]-4-oxazolylmethoxy]phenyl]propyl]-2-imidazolecarboxylate), [OH-].[Na+] (sodium hydroxide), O1CCCC1 (tetrahydrofuran), Cl (hydrochloric acid). Reaction SMILES: [C:1]1(/[CH:7]=[CH:8]/[C:9]2[O:10][CH:11]=[C:12]([CH2:14][O:15][C:16]3[CH:21]=[CH:20][C:19]([CH2:22][CH2:23][CH2:24][N:25]4[CH:29]=[CH:28][N:27]=[C:26]4[C:30]([O:32]CC)=[O:31])=[CH:18][CH:17]=3)[N:13]=2)[CH:6]=[CH:5][CH:4]=[CH:3][CH:2]=1.[OH-].[Na+].O1CCCC1.Cl>O>[C:1]1(/[CH:7]=[CH:8]/[C:9]2[O:10][CH:11]=[C:12]([CH2:14][O:15][C:16]3[CH:21]=[CH:20][C:19]([CH2:22][CH2:23][CH2:24][N:25]4[CH:29]=[CH:28][N:27]=[C:26]4[C:30]([OH:32])=[O:31])=[CH:18][CH:17]=3)[N:13]=2)[CH:6]=[CH:5][CH:4]=[CH:3][CH:2]=1 |f:1.2|. Starting materials: O=C([O-])O, CCOC(=O)C(=O)Nc1ccc(OCCCN2CCC(C(O)(c3ccc(F)cc3)c3ccc(F)cc3)CC2)cc1, CC(=O)O, CCO, [Na+], O. The product is O=C(O)C(=O)Nc1ccc(OCCCN2CCC(C(O)(c3ccc(F)cc3)c3ccc(F)cc3)CC2)cc1. As a reaction SMILES: [C:41](=[O:42])([OH:43])[O-:44].[CH2:1]([CH3:2])[O:3][C:4]([C:5](=[O:6])[NH:7][c:8]1[cH:9][cH:10][c:11]([O:14][CH2:15][CH2:16][CH2:17][N:18]2[CH2:19][CH2:20][CH:21]([C:24]([OH:25])([c:26]3[cH:27][cH:28][c:29]([F:32])[cH:30][cH:31]3)[c:33]3[cH:34][cH:35][c:36]([F:39])[cH:37][cH:38]3)[CH2:22][CH2:23]2)[cH:12][cH:13]1)=[O:40].[CH3:47][C:48](=[O:49])[OH:50].[CH3:51][CH2:52][OH:53].[Na+:45].[OH2:46]>>[O:3]=[C:4]([C:5](=[O:6])[NH:7][c:8]1[cH:9][cH:10][c:11]([O:14][CH2:15][CH2:16][CH2:17][N:18]2[CH2:19][CH2:20][CH:21]([C:24]([OH:25])([c:26]3[cH:27][cH:28][c:29]([F:32])[cH:30][cH:31]3)[c:33]3[cH:34][cH:35][c:36]([F:39])[cH:37][cH:38]3)[CH2:22][CH2:23]2)[cH:12][cH:13]1)[OH:40]. The reactants are O=C1NC2=C(OC1)N=C(C(=C2)C2=CC=CC=C2)C2=CC=C(C=C2)C2(CCC2)NC(OC(C)(C)C)=O (tert-butyl 1-(4-(2-oxo-7-phenyl-2,3-dihydro-1H-pyrido[2,3-b][1,4]oxazin-6-yl)phenyl)cyclobutylcarbamate), C([O-])([O-])=O.[K+].[K+] (potassium carbonate), BrCC(F)(F)F (2-bromo-1,1,1-trifluoroethane). Run in CN(C=O)C (N,N-dimethylformamide), C([O-])(O)=O.[Na+] (sodium bicarbonate). Run at temperature 80 celsius, time 1 hour. The product is O=C1N(C2=C(OC1)N=C(C(=C2)C2=CC=CC=C2)C2=CC=C(C=C2)C2(CCC2)NC(OC(C)(C)C)=O)CC(F)(F)F (tert-butyl 1-(4-(2-oxo-7-phenyl-1-(2,2,2-trifluoroethyl)-2,3-dihydro-1H-pyrido[2,3-b][1,4]oxazin-6-yl)phenyl)cyclobutylcarbamate). Isolated yield 52.8%. As a reaction SMILES: [O:1]=[C:2]1[CH2:7][O:6][C:5]2[N:8]=[C:9]([C:18]3[CH:23]=[CH:22][C:21]([C:24]4([NH:28][C:29](=[O:35])[O:30][C:31]([CH3:34])([CH3:33])[CH3:32])[CH2:27][CH2:26][CH2:25]4)=[CH:20][CH:19]=3)[C:10]([C:12]3[CH:17]=[CH:16][CH:15]=[CH:14][CH:13]=3)=[CH:11][C:4]=2[NH:3]1.C(=O)([O-])[O-].[K+].[K+].Br[CH2:43][C:44]([F:47])([F:46])[F:45]>CN(C)C=O.C(=O)(O)[O-].[Na+]>[O:1]=[C:2]1[CH2:7][O:6][C:5]2[N:8]=[C:9]([C:18]3[CH:23]=[CH:22][C:21]([C:24]4([NH:28][C:29](=[O:35])[O:30][C:31]([CH3:32])([CH3:34])[CH3:33])[CH2:25][CH2:26][CH2:27]4)=[CH:20][CH:19]=3)[C:10]([C:12]3[CH:13]=[CH:14][CH:15]=[CH:16][CH:17]=3)=[CH:11][C:4]=2[N:3]1[CH2:43][C:44]([F:47])([F:46])[F:45] |f:1.2.3,6.7|. Procedure: In a 15 mL reaction tube was added tert-butyl 1-(4-(2-oxo-7-phenyl-2,3-dihydro-1H-pyrido[2,3-b][1,4]oxazin-6-yl)phenyl)cyclobutylcarbamate (50 mg, 0.106 mmol), potassium carbonate (44 mg, 0.318 mmol) and 2-bromo-1,1,1-trifluoroethane (0.193 mL, 2.121 mmol) in anhydrous N,N-dimethylformamide (1 mL) to give an orange suspension. The reaction mixture was stirred at 80° C. for one hour. The reaction mixture was allowed to cool to room temperature, diluted with saturated sodium bicarbonate solution (... The reactants are SC(C(=O)O)C1CCCC1 (2-mercapto-2-cyclopentyl acetic acid), [OH-].[K+] (potassium hydroxide), O (water), ClC1=NC(=NC(=N1)OC)OC (2-chloro-4,6-dimethoxy S-triazine). The solvent is CC(=O)C (acetone). Conditions: time 1.5 hour. Product: COC1=NC(=NC(=N1)OC)SC(C(=O)O)C1CCCC1 (2-(4,6-dimethoxy-S-triazin-2-yl)thio-2-cyclopentyl acetic acid). The yield is 40.1%. RXN SMILES: [SH:1][CH:2]([CH:6]1[CH2:10][CH2:9][CH2:8][CH2:7]1)[C:3]([OH:5])=[O:4].[OH-].[K+].O.Cl[C:15]1[N:20]=[C:19]([O:21][CH3:22])[N:18]=[C:17]([O:23][CH3:24])[N:16]=1>CC(C)=O>[CH3:24][O:23][C:17]1[N:18]=[C:19]([O:21][CH3:22])[N:20]=[C:15]([S:1][CH:2]([CH:6]2[CH2:10][CH2:9][CH2:8][CH2:7]2)[C:3]([OH:5])=[O:4])[N:16]=1 |f:1.2|. Procedure: To a mixture solution of 6.0 g of 2-mercapto-2-cyclopentyl acetic acid, 4.2 g of potassium hydroxide and 50 ml of water, a solution of 30 ml of acetone and 6.6 g of 2-chloro-4,6-dimethoxy S-triazine was added at a temperature of from 0° to 5° C. for 20 mimutes. Then, the reaction mixture was stirred at room temperature for 1.5 hours. Acetone was removed by distillation under reduced pressure, and the residue was extracted with ethyl ether. The ethyl ether layer was removed, and the aqueous layer...